From a dataset of the Open Reaction Database (ORD), a public repository of structured organic reaction records. describe an organic reaction: reactants, conditions, products, and yield The reactants are CC(C)(C)OC(=O)NC1CCC(Oc2cccc3cnccc23)CC1, CO, Cl. Product: Cl, NC1CCC(Oc2cccc3cnccc23)CC1. Reaction SMILES: [C:1]([O:2][C:3](=[O:4])[NH:8][CH:9]1[CH2:10][CH2:11][CH:12]([O:15][c:16]2[c:17]3[cH:18][cH:19][n:20][cH:21][c:22]3[cH:23][cH:24][cH:25]2)[CH2:13][CH2:14]1)([CH3:5])([CH3:6])[CH3:7].[CH3:26][OH:27].[ClH:28]>>[ClH:28].[NH2:8][CH:9]1[CH2:10][CH2:11][CH:12]([O:15][c:16]2[c:17]3[cH:18][cH:19][n:20][cH:21][c:22]3[cH:23][cH:24][cH:25]2)[CH2:13][CH2:14]1. Starting materials: C1(=CC=C(C=C1)S(=O)(=O)O)C.BrC=1C=CC(=NC1)O[C@@H]1C2CN3CC(CC1C3)C2 ((4r)-4-(5-Bromopyridin-2-yloxy)-1-azatricyclo[3.3.1.13,7]decane p-toluenesulfonate), N1C=CC2=CC(=CC=C12)B(O)O (5-indolylboronic acid), N (NH3). Product: N1C=CC2=CC(=CC=C12)C=1C=CC(=NC1)O[C@@H]1C2CN3CC(CC1C3)C2 ((4r)-4-[5-(1H-Indol-5-yl)pyridin-2-yloxy]-1-azatricyclo[3.3.1.13,7]decane). Reaction SMILES: C1(C)C=CC(S(O)(=O)=O)=CC=1.Br[C:13]1[CH:14]=[CH:15][C:16]([O:19][C@H:20]2[CH:27]3[CH2:28][N:23]4[CH2:24][CH:25]([CH2:29][CH:21]2[CH2:22]4)[CH2:26]3)=[N:17][CH:18]=1.[NH:30]1[C:38]2[C:33](=[CH:34][C:35](B(O)O)=[CH:36][CH:37]=2)[CH:32]=[CH:31]1.N>>[NH:30]1[C:38]2[C:33](=[CH:34][C:35]([C:13]3[CH:14]=[CH:15][C:16]([O:19][C@H:20]4[CH:27]5[CH2:28][N:23]6[CH2:24][CH:25]([CH2:29][CH:21]4[CH2:22]6)[CH2:26]5)=[N:17][CH:18]=3)=[CH:36][CH:37]=2)[CH:32]=[CH:31]1 |f:0.1|. Procedure details: Prepared from the product of Example 9F (45 mg, 0.14 mmol) and 5-indolylboronic acid (33 mg, 0.204 mmol; Maybridge) according to Method E: 1H NMR (300 MHz, CHCl3) δ ppm 1.76-1.86 (m, 2H), 2.26 (s, 2H), 2.39 (d, J=11.5 Hz, 2H), 3.26-3.44 (m, 5H), 5.37 (t, J=3.2 Hz, 1H), 6.61 (t, J=2.5 Hz, 1H), 6.85 (d, J=8.5 Hz, 1H), 7.25-7.30 (m, 1H), 7.31-7.41 (m, 1H), 7.48 (d, J=8.5 Hz, 1H), 7.77 (s, 1H), 7.86 (dd, J=8.5, 2.7 Hz, 1H) MS (DCI/NH3) m/z=346 (M+H)+; Anal. Calcd. for C22H22N3O.1.6H2O: C, 70.79; H, ... The reactants are ClC1=CC(=NC(=N1)NC)NS(=O)(=O)C1=CC=C(C=C1)NC(C)=O (N-[4-(6-chloro-2-methylamino-pyrimidin-4-ylsulfamoyl)-phenyl]-acetamide). Run in [OH-].[Na+] (NaOH). Product: Cl.NC1=CC=C(C=C1)S(=O)(=O)NC1=NC(=NC(=C1)Cl)NC (4-amino-N-(6-chloro-2-methylamino-pyrimidin-4-yl)-benzenesulfonamide hydrochloride). The yield is 151.3%. Reaction SMILES: [Cl:1][C:2]1[N:7]=[C:6]([NH:8][CH3:9])[N:5]=[C:4]([NH:10][S:11]([C:14]2[CH:19]=[CH:18][C:17]([NH:20]C(=O)C)=[CH:16][CH:15]=2)(=[O:13])=[O:12])[CH:3]=1>[OH-].[Na+]>[ClH:1].[NH2:20][C:17]1[CH:18]=[CH:19][C:14]([S:11]([NH:10][C:4]2[CH:3]=[C:2]([Cl:1])[N:7]=[C:6]([NH:8][CH3:9])[N:5]=2)(=[O:12])=[O:13])=[CH:15][CH:16]=1 |f:1.2,3.4|. Procedure: 2.7 g (0.008 mol) of N-[4-(6-chloro-2-methylamino-pyrimidin-4-ylsulfamoyl)-phenyl]-acetamide were dissolved in 76 ml of 1N NaOH and boiled at reflux for 3 hours. The mixture was extracted with ethyl acetate, the aqueous phase was saturated with sodium chloride and the residual ethyl acetate was distilled off on a rotary evaporator. Then, the aqueous phase was made acid with 3N HCl and the precipitate which separated was filtered off under suction. After drying there were obtained 2.12 g (89%) of... The reactants are C(C1=CC=CC=C1)(=O)OC1C(OCC1)C(=O)NCC (2-[(ethylamino)carbonyl]tetrahydro-3-furanyl benzoate), FC(S(=O)(=O)O[Si](C)(C)C)(F)F (trimethylsilyl trifluoromethanesulfonate), C1(=CC=CC=C1)C (toluene), NC1=NC(=C2NC=NC2=N1)Cl (2-amino-6-chloropurine), C/C(=N\[Si](C)(C)C)/O[Si](C)(C)C (N,O-bis(trimethylsilyl)acetamide). The solvent is ClC(C)(Cl)Cl (1,1,1-trichloroethane), C(C)(=O)OCC (ethyl acetate). Product: C(C1=CC=CC=C1)(=O)O[C@H]1[C@@H](O[C@@H]([C@H]1OC(C1=CC=CC=C1)=O)C(=O)NCC)N1C2=NC(=NC(=C2N=C1)Cl)N ((2R,3R,4S,5S)-2-(2-amino-6-chloro-9H-purin-9-yl)-4-(benzoyloxy)-5-[(ethylamino)carbonyl]-tetrahydro-3-furanyl benzoate). Reaction SMILES: [NH2:1][C:2]1[N:10]=[C:9]2[C:5]([NH:6][CH:7]=[N:8]2)=[C:4]([Cl:11])[N:3]=1.[CH3:12]/[C:13](/[O:19][Si](C)(C)C)=N\[Si](C)(C)C.[C:24]([O:32][CH:33]1[CH2:37][CH2:36][O:35][CH:34]1[C:38]([NH:40][CH2:41][CH3:42])=[O:39])(=[O:31])[C:25]1[CH:30]=[CH:29][CH:28]=[CH:27][CH:26]=1.FC(F)(F)S(O[Si](C)(C)C)(=O)=[O:46].[C:55]1(C)C=[CH:59][CH:58]=[CH:57][CH:56]=1>ClC(Cl)(Cl)C.C(OCC)(=O)C>[C:13]([O:19][C@@H:37]1[C@H:33]([O:32][C:24](=[O:31])[C:25]2[CH:26]=[CH:27][CH:28]=[CH:29][CH:30]=2)[C@@H:34]([C:38]([NH:40][CH2:41][CH3:42])=[O:39])[O:35][C@H:36]1[N:8]1[CH:7]=[N:6][C:5]2[C:9]1=[N:10][C:2]([NH2:1])=[N:3][C:4]=2[Cl:11])(=[O:46])[C:12]1[CH:59]=[CH:58][CH:57]=[CH:56][CH:55]=1. Procedure: A suspension of 2-amino-6-chloropurine (4.60 g, 27.13 mmol) in 1,1,1-trichloroethane (230 ml) was treated with N,O-bis(trimethylsilyl)acetamide (20 ml, 81.4 mmol). The mixture was heated under reflux for 6 hours. The solution was allowed to cool to room temperature and the solvent was removed under reduced pressure. The residue was treated with a solution of (2S,3S,4R,5R)- and (2S,3S,4R,5S)-5-acetyloxy)-4-benzoyloxy)-2-[(ethylamino)carbonyl]tetrahydro-3-furanyl benzoate (Preparation 14) (14.39 g... Reactants: C(C)(C)(C)NCC(COC1=CC=C(C=C1)C=1N=NSC1C(=O)OCC)O (4-[4(3-t-butylamino-2-hydroxypropoxy)phenyl]-5-carboethoxy-1,2,3-thiadiazole), CO (methanol), [OH-].[Na+] (sodium hydroxide). Run in O (water). The product is C(C)(C)(C)NCC(COC1=CC=C(C=C1)C=1N=NSC1C(=O)O)O (4-[4(3-t-butylamino-2-hydroxypropoxy)phenyl]-5-carboxy-1,2,3-thiadiazole). RXN SMILES: [C:1]([NH:5][CH2:6][CH:7]([OH:26])[CH2:8][O:9][C:10]1[CH:15]=[CH:14][C:13]([C:16]2[N:17]=[N:18][S:19][C:20]=2[C:21]([O:23]CC)=[O:22])=[CH:12][CH:11]=1)([CH3:4])([CH3:3])[CH3:2].CO.[OH-].[Na+]>O>[C:1]([NH:5][CH2:6][CH:7]([OH:26])[CH2:8][O:9][C:10]1[CH:15]=[CH:14][C:13]([C:16]2[N:17]=[N:18][S:19][C:20]=2[C:21]([OH:23])=[O:22])=[CH:12][CH:11]=1)([CH3:4])([CH3:2])[CH3:3] |f:2.3|. Procedure: To a solution of 200 mg. of 4-[4(3-t-butylamino-2-hydroxypropoxy)phenyl]-5-carboethoxy-1,2,3-thiadiazole in 15 ml. of methanol is added a solution of 100 mg. of sodium hydroxide in 2 ml. of water, and the reaction mixture is refluxed for 4 hours. It is then cooled, evaporated to a small volume under vacuo, diluted with 25 ml. of water and extracted with ethyl acetate to eliminate the unsaponified product. The aqueous phase is passed through a column of 10 g. of ion exchange resin sold by the Dow... The reactants are CCO, Cl, CCOC(=O)c1ccc(NCCNc2c(F)c(N)c3c(=O)ccn(C4CC4)c3c2OC)nc1, [Na+], [OH-], O. Product: COc1c(NCCNc2ccc(C(=O)O)cn2)c(F)c(N)c2c(=O)ccn(C3CC3)c12. RXN SMILES: [CH3:35][CH2:36][OH:37].[ClH:34].[NH2:1][c:2]1[c:3]2[c:4](=[O:33])[cH:5][cH:6][n:7]([CH:30]3[CH2:31][CH2:32]3)[c:8]2[c:9]([O:28][CH3:29])[c:10]([NH:13][CH2:14][CH2:15][NH:16][c:17]2[n:18][cH:19][c:20]([C:23](=[O:24])[O:25][CH2:26][CH3:27])[cH:21][cH:22]2)[c:11]1[F:12].[Na+:39].[OH-:38].[OH2:40]>>[NH2:1][c:2]1[c:3]2[c:4](=[O:33])[cH:5][cH:6][n:7]([CH:30]3[CH2:31][CH2:32]3)[c:8]2[c:9]([O:28][CH3:29])[c:10]([NH:13][CH2:14][CH2:15][NH:16][c:17]2[n:18][cH:19][c:20]([C:23](=[O:24])[OH:25])[cH:21][cH:22]2)[c:11]1[F:12].